From a dataset of the Open Reaction Database (ORD), a public repository of structured organic reaction records. describe an organic reaction: reactants, conditions, products, and yield The reactants are C#CCO, C1COCCO1, CCNCc1ccc(OC)cc1, CO, ClCCl, Cl[Cu]. Yields the product CCN(CC#CCO)Cc1ccc(OC)cc1. Reaction SMILES: [CH2:13]([C:14]#[CH:15])[OH:16].[CH2:19]1[O:20][CH2:21][CH2:22][O:23][CH2:24]1.[CH2:1]([CH3:2])[NH:3][CH2:4][c:5]1[cH:6][cH:7][c:8]([O:11][CH3:12])[cH:9][cH:10]1.[CH3:17][OH:18].[Cl:25][CH2:26][Cl:27].[Cu:28][Cl:29]>>[CH2:1]([CH3:2])[N:3]([CH2:4][c:5]1[cH:6][cH:7][c:8]([O:11][CH3:12])[cH:9][cH:10]1)[CH2:17][C:15]#[C:14][CH2:13][OH:16].